This data is from the Open Reaction Database (ORD), a public repository of structured organic reaction records. The task is: describe an organic reaction: reactants, conditions, products, and yield Starting materials: C(C)(C)(C)OC(NC1=C(C=C(C(=C1)C)C(F)(F)F)N)=O ((2-amino-5-methyl-4-trifluoromethyl-phenyl)-carbamic acid tert-butyl ester), C(C)(C)(C)OC(CC(C1=CC(=CC=C1)C1=CC(=NC=C1)C(F)(F)F)=O)=O (3-oxo-3-[3-(2-trifluoromethyl-pyridin-4-yl)-phenyl]-propionic acid tert-butyl ester). The product is C(C)(C)(C)OC(NC1=C(C=C(C(=C1)C)C(F)(F)F)NC(CC(C1=CC(=CC=C1)C1=CC(=NC=C1)C(F)(F)F)=O)=O)=O ((5-Methyl-2-{3-oxo-3-[3-(2-trifluoromethyl-pyridin-4-yl)-phenyl]-propionylamino}-4-trifluoromethyl-phenyl)-carbamic acid tert-butyl ester), solid. The yield is 71.0%. RXN SMILES: [C:1]([O:5][C:6](=[O:20])[NH:7][C:8]1[CH:13]=[C:12]([CH3:14])[C:11]([C:15]([F:18])([F:17])[F:16])=[CH:10][C:9]=1[NH2:19])([CH3:4])([CH3:3])[CH3:2].C([O:25][C:26](=O)[CH2:27][C:28](=[O:45])[C:29]1[CH:34]=[CH:33][CH:32]=[C:31]([C:35]2[CH:40]=[CH:39][N:38]=[C:37]([C:41]([F:44])([F:43])[F:42])[CH:36]=2)[CH:30]=1)(C)(C)C>>[C:1]([O:5][C:6](=[O:20])[NH:7][C:8]1[CH:13]=[C:12]([CH3:14])[C:11]([C:15]([F:18])([F:17])[F:16])=[CH:10][C:9]=1[NH:19][C:26](=[O:25])[CH2:27][C:28](=[O:45])[C:29]1[CH:34]=[CH:33][CH:32]=[C:31]([C:35]2[CH:40]=[CH:39][N:38]=[C:37]([C:41]([F:42])([F:43])[F:44])[CH:36]=2)[CH:30]=1)([CH3:4])([CH3:2])[CH3:3]. Reported procedure: The title compound was prepared from (2-amino-5-methyl-4-trifluoromethyl-phenyl)-carbamic acid tert-butyl ester (Example J20) (203 mg, 0.70 mmol) and 3-oxo-3-[3-(2-trifluoromethyl-pyridin-4-yl)-phenyl]-propionic acid tert-butyl ester (Example K38) (256 mg, 0.70 mmol) according to the general procedure M. Obtained as an off-white solid (290 mg, 71%). Starting materials: C1COC2(CCC(CC2)=O)O1 (1,4-cyclohexanedione monoethylene ketal), BrC1=C(C=C(C=C1)OCOC)OCOC (1-bromo-2,4-bis(methoxymethoxy)benzene), Cl (Hydrochloric acid), CN(CCN(C)C)C (N,N,N′,N′-Tetramethylethylene diamine), C(CCC)[Li] (n-Butyl lithium). Solvent: C1CCOC1 (THF), C1CCOC1 (THF), C(C)(=O)OCC (Ethyl acetate). Run at temperature -78 celsius, time 1 hour. Yields the product COCOC1=C(C=CC(=C1)OCOC)C1(CCC2(OCCO2)CC1)O (8-[2,4-Bis(methoxymethoxy)phenyl]-1,4-dioxaspiro[4.5]decan-8-ol). Isolated yield 55.7%. Reaction SMILES: Br[C:2]1[CH:7]=[CH:6][C:5]([O:8][CH2:9][O:10][CH3:11])=[CH:4][C:3]=1[O:12][CH2:13][O:14][CH3:15].CN(C)CCN(C)C.C([Li])CCC.[CH2:29]1[O:39][C:32]2([CH2:37][CH2:36][C:35](=[O:38])[CH2:34][CH2:33]2)[O:31][CH2:30]1.Cl>C1COCC1.C(OCC)(=O)C>[CH3:15][O:14][CH2:13][O:12][C:3]1[CH:4]=[C:5]([O:8][CH2:9][O:10][CH3:11])[CH:6]=[CH:7][C:2]=1[C:35]1([OH:38])[CH2:36][CH2:37][C:32]2([O:39][CH2:29][CH2:30][O:31]2)[CH2:33][CH2:34]1. Reported procedure: A round bottomed flask, equipped with magnetic stirrer, under an argon atmosphere was loaded with 1-bromo-2,4-bis(methoxymethoxy)benzene (2.00 g, 7.2 mmol) and THF (50 mL). N,N,N′,N′-Tetramethylethylene diamine (2.3 ml, 15.2 mmol) was added in one portion via syringe and the stirred solution was cooled to −78° C. n-Butyl lithium (9.5 ml, 15.2 mmol, 1.6M in hexane) was added dropwise via syringe. The resulting yellow solution was stirred for 1 hr at −78° C. and 1,4-cyclohexanedione monoethylene k... The reactants are O=C([O-])[O-], CCOC(=O)C=C(C)C, [Cs+], [Cs+], CN(C)C=O, O, C[Si](C)(C)CCOCn1ccc2c(-c3cn[nH]c3)ccnc21. Yields the product CCOC(=O)CC(C)(C)n1cc(-c2ccnc3c2ccn3COCC[Si](C)(C)C)cn1. As a reaction SMILES: [C:32](=[O:33])([O-:34])[O-:35].[CH2:23]([CH3:24])[O:25][C:26]([CH:27]=[C:28]([CH3:29])[CH3:30])=[O:31].[Cs+:36].[Cs+:37].[O:38]=[CH:39][N:40]([CH3:41])[CH3:42].[OH2:43].[nH:1]1[n:2][cH:3][c:4](-[c:6]2[c:7]3[c:8]([n:9][cH:10][cH:11]2)[n:12]([CH2:15][O:16][CH2:17][CH2:18][Si:19]([CH3:20])([CH3:21])[CH3:22])[cH:13][cH:14]3)[cH:5]1>>[n:1]1([C:28]([CH2:27][C:26]([O:25][CH2:23][CH3:24])=[O:31])([CH3:29])[CH3:30])[n:2][cH:3][c:4](-[c:6]2[c:7]3[c:8]([n:9][cH:10][cH:11]2)[n:12]([CH2:15][O:16][CH2:17][CH2:18][Si:19]([CH3:20])([CH3:21])[CH3:22])[cH:13][cH:14]3)[cH:5]1. Starting materials: C(C)(=O)C(CCCCCCC(=O)O)CCCC(CCCCC)O (8-acetyl-12-hydroxyheptadecanoic acid), C(=O)O (formic acid). Product: C(C)(=O)C(CCCCCCC(=O)O)CCCC(CCCCC)OC=O (8-acetyl-12-formyloxyheptadecanoic acid). Reaction SMILES: [C:1]([CH:4]([CH2:14][CH2:15][CH2:16][CH:17]([OH:23])[CH2:18][CH2:19][CH2:20][CH2:21][CH3:22])[CH2:5][CH2:6][CH2:7][CH2:8][CH2:9][CH2:10][C:11]([OH:13])=[O:12])(=[O:3])[CH3:2].[CH:24](O)=[O:25]>>[C:1]([CH:4]([CH2:14][CH2:15][CH2:16][CH:17]([O:23][CH:24]=[O:25])[CH2:18][CH2:19][CH2:20][CH2:21][CH3:22])[CH2:5][CH2:6][CH2:7][CH2:8][CH2:9][CH2:10][C:11]([OH:13])=[O:12])(=[O:3])[CH3:2]. Procedure details: A mixture of 8-acetyl-12-hydroxyheptadecanoic acid (8.2 g., 0.025 mole) and 97% formic acid (10 ml.) is heated at 60° for 24 hours. The mixture is cooled, dissolved in 100 ml. ether, washed with 3 portions of water and dried over sodium sulfate. Evaporation of the ether leaves the product 8-acetyl-12-formyloxyheptadecanoic acid as a slightly yellowish viscous oil. The reactants are C(CCCCC)C=1N=NN(C1)CCC (4-hexyl-1-propyl-1H-1,2,3-triazole), IC (iodomethane), IC (iodomethane). Run at temperature 40 celsius. Product: [I-].C(CCCCC)C=1[N+](=NN(C1)CCC)C (4-hexyl-3-methyl-1-propyl-1H-1,2,3-triazol-3-ium iodide). As a reaction SMILES: [CH2:1]([C:7]1[N:8]=[N:9][N:10]([CH2:12][CH2:13][CH3:14])[CH:11]=1)[CH2:2][CH2:3][CH2:4][CH2:5][CH3:6].[I:15][CH3:16]>>[I-:15].[CH2:1]([C:7]1[N+:8]([CH3:16])=[N:9][N:10]([CH2:12][CH2:13][CH3:14])[CH:11]=1)[CH2:2][CH2:3][CH2:4][CH2:5][CH3:6] |f:2.3|. Procedure: 4-hexyl-1-propyl-1H-1,2,3-triazole and excess iodomethane were added to a 20 mL vial. The reaction was heated at 40° C. for 3 days. The iodomethane was allowed to evaporate in the hood. The following structure of 4-hexyl-3-methyl-1-propyl-1H-1,2,3-triazol-3-ium iodide was confirmed: